This data is from the Open Reaction Database (ORD), a public repository of structured organic reaction records. The task is: describe an organic reaction: reactants, conditions, products, and yield Starting materials: O=C([O-])O, CN(C)C(=O)Oc1cc2oc(=O)c(Cc3cccc(NS(=O)(=O)NOC(=O)OC(C)(C)C)c3)c(CF)c2cc1Cl, ClCCl, [Na+], O=C(O)C(F)(F)F. The product is CN(C)C(=O)Oc1cc2oc(=O)c(Cc3cccc(NS(N)(=O)=O)c3)c(CF)c2cc1Cl. As a reaction SMILES: [C:48](=[O:49])([O-:50])[OH:51].[C:8]([O:9][C:10]([O:11][NH:16][S:17](=[O:18])(=[O:19])[NH:20][c:21]1[cH:22][c:23]([CH2:24][c:25]2[c:26](=[O:44])[o:27][c:28]3[c:29]([c:30]2[CH2:31][F:32])[cH:33][c:34]([Cl:43])[c:35]([O:37][C:38]([N:39]([CH3:40])[CH3:41])=[O:42])[cH:36]3)[cH:45][cH:46][cH:47]1)=[O:12])([CH3:13])([CH3:14])[CH3:15].[Cl:53][CH2:54][Cl:55].[Na+:52].[OH:1][C:2]([C:3]([F:4])([F:5])[F:6])=[O:7]>>[NH2:16][S:17](=[O:18])(=[O:19])[NH:20][c:21]1[cH:22][c:23]([CH2:24][c:25]2[c:26](=[O:44])[o:27][c:28]3[c:29]([c:30]2[CH2:31][F:32])[cH:33][c:34]([Cl:43])[c:35]([O:37][C:38]([N:39]([CH3:40])[CH3:41])=[O:42])[cH:36]3)[cH:45][cH:46][cH:47]1. Product: Cc1cc(O)c2c(c1)CCCC2. Reaction SMILES: [C:1](=[O:2])([CH3:3])[O:4][c:5]1[cH:6][c:7]([CH3:15])[cH:8][c:9]2[c:14]1[CH2:13][CH2:12][CH2:11][CH2:10]2.[CH3:18][CH2:19][O:20][C:21]([CH3:22])=[O:23].[CH3:25][OH:26].[Na+:17].[OH-:16].[OH2:24]>>[OH:4][c:5]1[cH:6][c:7]([CH3:15])[cH:8][c:9]2[c:14]1[CH2:13][CH2:12][CH2:11][CH2:10]2. Reactants: CC(=O)Oc1cc(C)cc2c1CCCC2, CCOC(C)=O, CO, [Na+], [OH-], O. Reactants: Cl, O=C1N(c2cc(C(F)(F)F)cc(C(F)(F)F)c2)CCN1C1CNCC1c1ccc(F)cc1, O=C(O)C1CCOCC1. Product: O=C(C1CCOCC1)N1CC(c2ccc(F)cc2)C(N2CCN(c3cc(C(F)(F)F)cc(C(F)(F)F)c3)C2=O)C1. RXN SMILES: [ClH:1].[F:2][C:3]([c:4]1[cH:5][c:6]([N:14]2[C:15](=[O:31])[N:16]([CH:19]3[CH2:20][NH:21][CH2:22][CH:23]3[c:24]3[cH:25][cH:26][c:27]([F:30])[cH:28][cH:29]3)[CH2:17][CH2:18]2)[cH:7][c:8]([C:10]([F:11])([F:12])[F:13])[cH:9]1)([F:32])[F:33].[O:34]1[CH2:35][CH2:36][CH:37]([C:40](=[O:41])[OH:42])[CH2:38][CH2:39]1>>[F:2][C:3]([c:4]1[cH:5][c:6]([N:14]2[C:15](=[O:31])[N:16]([CH:19]3[CH2:20][N:21]([C:40]([CH:37]4[CH2:36][CH2:35][O:34][CH2:39][CH2:38]4)=[O:41])[CH2:22][CH:23]3[c:24]3[cH:25][cH:26][c:27]([F:30])[cH:28][cH:29]3)[CH2:17][CH2:18]2)[cH:7][c:8]([C:10]([F:11])([F:12])[F:13])[cH:9]1)([F:32])[F:33].